Dataset: the Open Reaction Database (ORD), a public repository of structured organic reaction records. Task: describe an organic reaction: reactants, conditions, products, and yield Yields the product NC(=O)C1(CN(C1)C(=O)OC(C)(C)C)N(CC)CC=1C=C2C(=NC=NC2=CC1OC)NC1=C(C(=CC=C1)Cl)F (tert-butyl 3-(aminocarbonyl)-3-[({4-[(3-chloro-2-fluorophenyl)amino]-7-methoxyquinazolin-6-yl}methyl)(ethyl)amino]azetidine-1-carboxylate). Procedure details: N-(3-Chloro-2-fluorophenyl)-6-(chloromethyl)-7-methoxyquinazolin-4-amine (360 mg, 0.93 mmol, prepared as described in Example 62) was added portionwise over 2 hours to a solution of tert-butyl 3-(aminocarbonyl)-3-(ethylamino)azetidine-1-carboxylate (294 mg, 1.21 mmol) and diisopropylethylamine (0.5 ml, 2.79 mmol) in DMF (1 ml) at 120° C. The resulting product was purified on preparative HPLC (standard basic conditions) to give tert-butyl 3-(aminocarbonyl)-3-[({4-[(3-chloro-2-fluorophenyl)amino]-... The solvent is CN(C)C=O (DMF). Reaction SMILES: [Cl:1][C:2]1[C:3]([F:23])=[C:4]([NH:8][C:9]2[C:18]3[C:13](=[CH:14][C:15]([O:21][CH3:22])=[C:16]([CH2:19]Cl)[CH:17]=3)[N:12]=[CH:11][N:10]=2)[CH:5]=[CH:6][CH:7]=1.[NH2:24][C:25]([C:27]1([NH:38][CH2:39][CH3:40])[CH2:30][N:29]([C:31]([O:33][C:34]([CH3:37])([CH3:36])[CH3:35])=[O:32])[CH2:28]1)=[O:26].C(N(C(C)C)CC)(C)C>CN(C=O)C>[NH2:24][C:25]([C:27]1([N:38]([CH2:19][C:16]2[CH:17]=[C:18]3[C:13](=[CH:14][C:15]=2[O:21][CH3:22])[N:12]=[CH:11][N:10]=[C:9]3[NH:8][C:4]2[CH:5]=[CH:6][CH:7]=[C:2]([Cl:1])[C:3]=2[F:23])[CH2:39][CH3:40])[CH2:30][N:29]([C:31]([O:33][C:34]([CH3:35])([CH3:36])[CH3:37])=[O:32])[CH2:28]1)=[O:26]. Yield: 19.2%. Reactants: ClC=1C(=C(C=CC1)NC1=NC=NC2=CC(=C(C=C12)CCl)OC)F (N-(3-Chloro-2-fluorophenyl)-6-(chloromethyl)-7-methoxyquinazolin-4-amine), NC(=O)C1(CN(C1)C(=O)OC(C)(C)C)NCC (tert-butyl 3-(aminocarbonyl)-3-(ethylamino)azetidine-1-carboxylate), C(C)(C)N(CC)C(C)C (diisopropylethylamine). Reactants: FC(S(=O)(=O)OC=1CCN(CC1)C(=O)OC(C)(C)C)(F)F (tert-butyl 4-{[(trifluoromethyl)sulfonyl]oxy}-3,6-dihydropyridine-1(2H)-carboxylate), [Cl-].[Li+] (lithium chloride), C([O-])([O-])=O.[K+].[K+] (potassium carbonate), CC1(OB(OC1(C)C)C1=CC=NC=C1)C (4-(4,4,5,5-tetramethyl-1,3,2-dioxaborolan-2-yl)pyridine). Reagents/catalysts: C=1C=CC(=CC1)[P](C=2C=CC=CC2)(C=3C=CC=CC3)[Pd]([P](C=4C=CC=CC4)(C=5C=CC=CC5)C=6C=CC=CC6)([P](C=7C=CC=CC7)(C=8C=CC=CC8)C=9C=CC=CC9)[P](C=1C=CC=CC1)(C=1C=CC=CC1)C=1C=CC=CC1 (tetrakis(triphenylphosphine)palladium). Run in COCCOC (1,2-dimethoxyethane), O (water). Yields the product N1(CCC(=CC1)C1=CC=NC=C1)C(=O)OC(C)(C)C (tert-butyl 3,6-dihydro-4,4′-bipyridine-1(2H)-carboxylate). Isolated yield 104.5%. Reaction SMILES: FC(F)(F)S(O[C:7]1[CH2:8][CH2:9][N:10]([C:13]([O:15][C:16]([CH3:19])([CH3:18])[CH3:17])=[O:14])[CH2:11][CH:12]=1)(=O)=O.[Cl-].[Li+].C(=O)([O-])[O-].[K+].[K+].CC1(C)C(C)(C)OB([C:38]2[CH:43]=[CH:42][N:41]=[CH:40][CH:39]=2)O1>C1C=CC([P]([Pd]([P](C2C=CC=CC=2)(C2C=CC=CC=2)C2C=CC=CC=2)([P](C2C=CC=CC=2)(C2C=CC=CC=2)C2C=CC=CC=2)[P](C2C=CC=CC=2)(C2C=CC=CC=2)C2C=CC=CC=2)(C2C=CC=CC=2)C2C=CC=CC=2)=CC=1.O.COCCOC>[N:10]1([C:13]([O:15][C:16]([CH3:19])([CH3:18])[CH3:17])=[O:14])[CH2:11][CH:12]=[C:7]([C:38]2[CH:43]=[CH:42][N:41]=[CH:40][CH:39]=2)[CH2:8][CH2:9]1 |f:1.2,3.4.5,^1:48,50,69,88|. Procedure details: 1 g of tert-butyl 4-{[(trifluoromethyl)sulfonyl]oxy}-3,6-dihydropyridine-1(2H)-carboxylate, 0.256 g of lithium chloride, 1.418 g of potassium carbonate, 1.05 g of 4-(4,4,5,5-tetramethyl-1,3,2-dioxaborolan-2-yl)pyridine and 0.209 g of tetrakis(triphenylphosphine)palladium are introduced into 15 ml of 1,2-dimethoxyethane in a 100 ml three-necked flask under nitrogen; the mixture is brought to reflux for 1 h 30. The mixture is allowed to return to ambient temperature, 100 ml of water are added and ... Starting materials: C1CCOC1, [Cl-], Cl, COC(=O)c1nccn(Cc2ccc(F)c(F)c2)c1=O, [Na+], [Na+], [OH-]. Yields the product O=C(O)c1nccn(Cc2ccc(F)c(F)c2)c1=O. Reaction SMILES: [CH2:26]1[O:27][CH2:28][CH2:29][CH2:30]1.[Cl-:25].[ClH:23].[F:1][c:2]1[cH:3][c:4]([CH2:5][n:6]2[c:7](=[O:16])[c:8]([C:12](=[O:13])[O:14][CH3:15])[n:9][cH:10][cH:11]2)[cH:17][cH:18][c:19]1[F:20].[Na+:22].[Na+:24].[OH-:21]>>[F:1][c:2]1[cH:3][c:4]([CH2:5][n:6]2[c:7](=[O:16])[c:8]([C:12](=[O:13])[OH:14])[n:9][cH:10][cH:11]2)[cH:17][cH:18][c:19]1[F:20]. Reactants: FC1=C(C=CC(=C1)F)NCC=1C=NC=CC1 (3-(2,4-difluorophenylaminomethyl)pyridine), C([O-])([O-])=O.[K+].[K+] (potassium carbonate), CS(=O)(=O)Cl (methanesulfonyl chloride). Run in ClCCl (dichloromethane). Product: FC1=C(C=CC(=C1)F)N(S(=O)(=O)C)CC=1C=NC=CC1 (N-(2,4-difluorophenyl)-N-(pyridin-3-ylmethyl)methanesulfonamide). Reaction SMILES: [F:1][C:2]1[CH:7]=[C:6]([F:8])[CH:5]=[CH:4][C:3]=1[NH:9][CH2:10][C:11]1[CH:12]=[N:13][CH:14]=[CH:15][CH:16]=1.C(=O)([O-])[O-].[K+].[K+].[CH3:23][S:24](Cl)(=[O:26])=[O:25]>ClCCl>[F:1][C:2]1[CH:7]=[C:6]([F:8])[CH:5]=[CH:4][C:3]=1[N:9]([CH2:10][C:11]1[CH:12]=[N:13][CH:14]=[CH:15][CH:16]=1)[S:24]([CH3:23])(=[O:26])=[O:25] |f:1.2.3|. Reported procedure: A 8.9 g. portion of 3-(2,4-difluorophenylaminomethyl)pyridine was dissolved in 30 ml. of dichloromethane, and to it was added 6.9 g. of potassium carbonate and 3.9 ml. of methanesulfonyl chloride. The mixture was stirred at ambient temperature for several days, and then was heated and stirred at the reflux temperature overnight. It was then cooled, extracted with aqueous sodium bicarbonate, dried over magnesium sulfate and evaporated to a small volume. The residue was chromatographed over silica... The reactants are OCCN(C(C1=C(C=CC(=C1)[N+](=O)[O-])Cl)=O)CCO (N,N-bis(2-hydroxyethyl)-2-chloro-5-nitrobenzamide), [OH-].[K+] (potassium hydroxide). Run in O (water). Run at temperature 10 celsius. Yields the product [N+](=O)([O-])C=1C=CC2=C(C(N(CCO2)CCO)=O)C1 (7-nitro-4-(2-hydroxyethyl)-2,3-dihydro-1,4-benzoxazepin-5-one). Yield: 66.5%. RXN SMILES: [OH:1][CH2:2][CH2:3][N:4]([CH2:17][CH2:18][OH:19])[C:5](=[O:16])[C:6]1[CH:11]=[C:10]([N+:12]([O-:14])=[O:13])[CH:9]=[CH:8][C:7]=1Cl.[OH-].[K+]>O>[N+:12]([C:10]1[CH:9]=[CH:8][C:7]2[O:1][CH2:2][CH2:3][N:4]([CH2:17][CH2:18][OH:19])[C:5](=[O:16])[C:6]=2[CH:11]=1)([O-:14])=[O:13] |f:1.2|. Reported procedure: 144.5 g of N,N-bis(2-hydroxyethyl)-2-chloro-5-nitrobenzamide in 500 ml of water containing 28 g of potassium hydroxide are heated for 2 hours with reflux cooling. The mixture is cooled to 10° C. and the precipitated, single-substance product is filtered off with suction and dried. 84 g of 7-nitro-4-(2-hydroxyethyl)-2,3-dihydro-1,4-benzoxazepin-5-one of melting point 151° C. are obtained. ##STR22## Reactants: C(CCC(=O)O)(=O)O (succinic acid), C(CCC(=O)O)(=O)O (succinic acid), reduced carbon, C(C(O)CC(=O)[O-])(=O)[O-] (malate), O=C[C@H](O)[C@@H](O)[C@H](O)[C@H](O)CO (Glucose), O=C[C@H](O)[C@@H](O)[C@H](O)[C@H](O)CO (glucose), C(CCC(=O)O)(=O)O (succinic acid), C=C(C(=O)O)OP(=O)(O)O (PEP), C(CCC(=O)O)(=O)O (succinic acid), C=C(C(=O)O)OP(=O)(O)O (phosphoenolpyruvate), C(C=O)(=O)[O-] (glyoxylate). Product: OC[C@H](O)[C@@H](O)[C@H](O)[C@H](O)CO (sorbitol), C(CCC(=O)O)(=O)O (succinic acid). As a reaction SMILES: [C:1]([OH:8])(=[O:7])[CH2:2][CH2:3][C:4]([OH:6])=[O:5].C=C(OP(O)(O)=O)C(O)=O.C([O-])(=O)C(CC([O-])=O)O.C([O-])(=O)C=O.[O:33]=[CH:34][C@@H:35]([C@H:37]([C@@H:39]([C@@H:41]([CH2:43][OH:44])[OH:42])[OH:40])[OH:38])[OH:36]>>[OH:44][CH2:43][C@@H:41]([C@H:39]([C@@H:37]([C@@H:35]([CH2:34][OH:33])[OH:36])[OH:38])[OH:40])[OH:42].[C:1]([OH:8])(=[O:7])[CH2:2][CH2:3][C:4]([OH:6])=[O:5]. Procedure details: Metabolic flux analysis was used to evaluate the effect of different carbon sources on succinic acid production in batch fermentations with A. succinogenes FZ45. The analyses established that the major pathway for succinic acid production in A. succinogenes FZ45 flows in the following manner: phosphoenolpyruvate (PEP)→oxaloacetate (OAA)→malate→fumarate→succinic acid. The glyoxylate shunt and the PEP-transport-system (PTS) appear not to be substantially used in the organism. Glucose fermentations... The reactants are CCOC(=O)CC(Cc1ccc(-c2cccc(Cl)c2)cc1)NC(=O)c1ccc(CC(=O)O)o1, CCO. Product: O=C(O)Cc1ccc(C(=O)NC(CC(=O)O)Cc2ccc(-c3cccc(Cl)c3)cc2)o1. Reaction SMILES: [CH2:1]([CH3:2])[O:3][C:4]([CH2:5][CH:6]([CH2:7][c:8]1[cH:9][cH:10][c:11](-[c:14]2[cH:15][c:16]([Cl:20])[cH:17][cH:18][cH:19]2)[cH:12][cH:13]1)[NH:21][C:22](=[O:23])[c:24]1[o:25][c:26]([CH2:29][C:30](=[O:31])[OH:32])[cH:27][cH:28]1)=[O:33].[CH3:34][CH2:35][OH:36]>>[O:3]=[C:4]([CH2:5][CH:6]([CH2:7][c:8]1[cH:9][cH:10][c:11](-[c:14]2[cH:15][c:16]([Cl:20])[cH:17][cH:18][cH:19]2)[cH:12][cH:13]1)[NH:21][C:22](=[O:23])[c:24]1[o:25][c:26]([CH2:29][C:30](=[O:31])[OH:32])[cH:27][cH:28]1)[OH:33].